From a dataset of the Open Reaction Database (ORD), a public repository of structured organic reaction records. describe an organic reaction: reactants, conditions, products, and yield Reactants: CC(C)(C)CO, CC1(C)C(C#CC(=O)O)C1C(=O)OC(C#N)c1cccc(Oc2ccccc2)c1. Yields the product CC(C)(C)COC(=O)C#CC1C(C(=O)OC(C#N)c2cccc(Oc3ccccc3)c2)C1(C)C. Reaction SMILES: [CH2:30]([C:31]([CH3:32])([CH3:33])[CH3:34])[OH:35].[CH3:1][C:2]1([CH3:29])[CH:3]([C:10](=[O:11])[O:12][CH:13]([c:14]2[cH:15][c:16]([O:20][c:21]3[cH:22][cH:23][cH:24][cH:25][cH:26]3)[cH:17][cH:18][cH:19]2)[C:27]#[N:28])[CH:4]1[C:5]#[C:6][C:7](=[O:8])[OH:9]>>[CH3:1][C:2]1([CH3:29])[CH:3]([C:10](=[O:11])[O:12][CH:13]([c:14]2[cH:15][c:16]([O:20][c:21]3[cH:22][cH:23][cH:24][cH:25][cH:26]3)[cH:17][cH:18][cH:19]2)[C:27]#[N:28])[CH:4]1[C:5]#[C:6][C:7](=[O:8])[O:9][CH2:30][C:31]([CH3:32])([CH3:33])[CH3:34].